From a dataset of the Open Reaction Database (ORD), a public repository of structured organic reaction records. describe an organic reaction: reactants, conditions, products, and yield Reactants: O=C([O-])O, O=S(=O)(c1ccc(Cl)cc1)N1C(CO)CCCC1c1ccccc1, ClCCl, [Na+], O. Product: O=CC1CCCC(c2ccccc2)N1S(=O)(=O)c1ccc(Cl)cc1. Reaction SMILES: [C:25](=[O:26])([OH:27])[O-:28].[Cl:1][c:2]1[cH:3][cH:4][c:5]([S:8](=[O:9])(=[O:10])[N:11]2[CH:12]([CH2:23][OH:24])[CH2:13][CH2:14][CH2:15][CH:16]2[c:17]2[cH:18][cH:19][cH:20][cH:21][cH:22]2)[cH:6][cH:7]1.[Cl:31][CH2:32][Cl:33].[Na+:29].[OH2:30]>>[Cl:1][c:2]1[cH:3][cH:4][c:5]([S:8](=[O:9])(=[O:10])[N:11]2[CH:12]([CH:23]=[O:24])[CH2:13][CH2:14][CH2:15][CH:16]2[c:17]2[cH:18][cH:19][cH:20][cH:21][cH:22]2)[cH:6][cH:7]1. Reactants: CN(C1CC=2C=C(C=NC2CC1)N)CCC1=CC=CC=C1 (N6-methyl-N6-(2-phenylethyl)-5,6,7,8-tetrahydroquinoline-3,6-diamine), CC1(OC(=CC(O1)=O)C)C (2,2,6-trimethyl-4H-1,3-dioxin-4-one). Run at temperature 120 celsius. The product is CN(C1CC=2C=C(C=NC2CC1)NC(CC(C)=O)=O)CCC1=CC=CC=C1 (N-{6-[Methyl(phenethyl)amino]-5,6,7,8-tetrahydroquinolin-3-yl}-3-oxobutanamide). Procedure details: A 10 mL vial, equipped with a magnetic stirrer, was charged with N6-methyl-N6-(2-phenylethyl)-5,6,7,8-tetrahydroquinoline-3,6-diamine (79 mg, 0.281 mmol), 2,2,6-trimethyl-4H-1,3-dioxin-4-one (48 mg, 0.337 mmol), and toluene (3 mL). The vial was sealed and heated in a microwave reactor at 120° C. for 30 min. The reaction mixture was concentrated and the residue was purified by silica gel chromatography (0 to 100% acetone in hexanes) to give the title compound (73 mg, 71%). MS [M+H]+=366.2 m/z. As a reaction SMILES: [CH3:1][N:2]([CH2:14][CH2:15][C:16]1[CH:21]=[CH:20][CH:19]=[CH:18][CH:17]=1)[CH:3]1[CH2:12][CH2:11][C:10]2[N:9]=[CH:8][C:7]([NH2:13])=[CH:6][C:5]=2[CH2:4]1.CC1(C)[O:28][C:27](=O)[CH:26]=[C:25]([CH3:30])[O:24]1>C1(C)C=CC=CC=1>[CH3:1][N:2]([CH2:14][CH2:15][C:16]1[CH:17]=[CH:18][CH:19]=[CH:20][CH:21]=1)[CH:3]1[CH2:12][CH2:11][C:10]2[N:9]=[CH:8][C:7]([NH:13][C:27](=[O:28])[CH2:26][C:25](=[O:24])[CH3:30])=[CH:6][C:5]=2[CH2:4]1. Isolated yield 71.1%. Solvent: C1(=CC=CC=C1)C (toluene). Starting materials: C(C)O (ethanol), S(O)(O)(=O)=O (sulphuric acid), C(CC)OC=1C=C(C=CC1)CC#N (3-propyloxyphenylacetonitrile). Run in O (water), CCOCC (ether), O (water). Yields the product C(C)OC(CC1=CC(=CC=C1)OCCC)=O (Ethyl(3-propyloxy phenyl)acetate). As a reaction SMILES: [CH2:1]([OH:3])[CH3:2].S(=O)(=O)(O)[OH:5].[CH2:9]([O:12][C:13]1[CH:14]=[C:15]([CH2:19][C:20]#N)[CH:16]=[CH:17][CH:18]=1)[CH2:10][CH3:11]>O.CCOCC>[CH2:1]([O:3][C:20](=[O:5])[CH2:19][C:15]1[CH:16]=[CH:17][CH:18]=[C:13]([O:12][CH2:9][CH2:10][CH3:11])[CH:14]=1)[CH3:2]. Procedure: A mixture of ethanol (3.9 g), water (0.2 g), conc.sulphuric acid (3.9 g) and 3-propyloxyphenylacetonitrile (3.5 g; 20 mmol) was heated under reflux during 6 hours. After cooling, ether (20 ml) and water (20 ml) were added and the mixture was stirred. The phases were separated and the ethereal extract washed with 10% potassium bicarbonate (2×20 ml), dried over Na2SO4, filtered and evaporated to dryness to give a pale tan oil. Reactants: N#CCCNCc1ccccc1, COc1ccccc1N(CC(=O)O)S(=O)(=O)c1ccccc1C. Yields the product COc1ccccc1N(CC(=O)N(CCC#N)Cc1ccccc1)S(=O)(=O)c1ccccc1C. Reaction SMILES: [CH2:24]([c:25]1[cH:26][cH:27][cH:28][cH:29][cH:30]1)[NH:31][CH2:32][CH2:33][C:34]#[N:35].[CH3:1][O:2][c:3]1[c:4]([N:9]([S:10](=[O:11])(=[O:12])[c:13]2[c:14]([CH3:19])[cH:15][cH:16][cH:17][cH:18]2)[CH2:20][C:21](=[O:22])[OH:23])[cH:5][cH:6][cH:7][cH:8]1>>[CH3:1][O:2][c:3]1[c:4]([N:9]([S:10](=[O:11])(=[O:12])[c:13]2[c:14]([CH3:19])[cH:15][cH:16][cH:17][cH:18]2)[CH2:20][C:21](=[O:23])[N:31]([CH2:24][c:25]2[cH:26][cH:27][cH:28][cH:29][cH:30]2)[CH2:32][CH2:33][C:34]#[N:35])[cH:5][cH:6][cH:7][cH:8]1. Procedure: A solution of 3.00 g. (0.0105 mole) of methyl 5-(p-anisoyl)-1-methylpyrrole-2-acetate in 12 ml. (0.012 mole) of 1N sodium hydroxide solution and 5 ml. of 95% ethanol is refluxed for 30 minutes. The solution is diluted with water, and the ethanol is evaporated in vacuo. The solution is filtered, and the filtrate acidified with dilute hydrochloric acid. The precipitated solid is collected by filtration, dried and recrystallized from methanol-water to give white 5-(p-anisoyl)-1-methylpyrrole-2-acet... Solvent: O (water). Starting materials: C(C1=CC=C(C=C1)OC)(=O)C1=CC=C(N1C)CC(=O)OC (methyl 5-(p-anisoyl)-1-methylpyrrole-2-acetate), [OH-].[Na+] (sodium hydroxide), C(C)O (ethanol). As a reaction SMILES: [C:1]([C:11]1[N:15]([CH3:16])[C:14]([CH2:17][C:18]([O:20]C)=[O:19])=[CH:13][CH:12]=1)(=[O:10])[C:2]1[CH:7]=[CH:6][C:5]([O:8][CH3:9])=[CH:4][CH:3]=1.[OH-].[Na+].C(O)C>O>[C:1]([C:11]1[N:15]([CH3:16])[C:14]([CH2:17][C:18]([OH:20])=[O:19])=[CH:13][CH:12]=1)(=[O:10])[C:2]1[CH:7]=[CH:6][C:5]([O:8][CH3:9])=[CH:4][CH:3]=1 |f:1.2|. Yields the product C(C1=CC=C(C=C1)OC)(=O)C1=CC=C(N1C)CC(=O)O (5-(p-anisoyl)-1-methylpyrrole-2-acetic acid). Starting materials: [CH-]1C=CC=C1.[CH-]1C=CC=C1.[Fe+2] (ferrocene), solution, C(CCC)[Li] (n-butyllithium), CN(CCN(C)C)C (N,N,N′,N′-tetramethylethylenediamine), FB(C1=C(C=C(C=C1C)C)C)C1=C(C=C(C=C1C)C)C (fluorodimesitylborane). Run in CCCCCC (n-hexane), CCCCCC (n-hexane), CCCCCC (n-hexane), CCCCCC (n-hexane), CCCCCC (n-hexane). The product is C1(=C(C(=CC(=C1)C)C)B([C-]1C=CC=C1)C1=C(C=C(C=C1C)C)C)C.[C-]1(C=CC=C1)B(C1=C(C=C(C=C1C)C)C)C1=C(C=C(C=C1C)C)C.[Fe+2] (1,1′-bis(dimesitylboryl)ferrocene). RXN SMILES: C([Li])CCC.CN(C)CCN(C)C.[CH-:14]1[CH:18]=[CH:17][CH:16]=[CH:15]1.[CH-:19]1[CH:23]=[CH:22][CH:21]=[CH:20]1.[Fe+2:24].F[B:26]([C:36]1[C:41]([CH3:42])=[CH:40][C:39]([CH3:43])=[CH:38][C:37]=1[CH3:44])[C:27]1[C:32]([CH3:33])=[CH:31][C:30]([CH3:34])=[CH:29][C:28]=1[CH3:35]>CCCCCC>[C:28]1([CH3:35])[CH:29]=[C:30]([CH3:34])[CH:31]=[C:32]([CH3:33])[C:27]=1[B:26]([C:36]1[C:37]([CH3:44])=[CH:38][C:39]([CH3:43])=[CH:40][C:41]=1[CH3:42])[C-:14]1[CH:18]=[CH:17][CH:16]=[CH:15]1.[C-:19]1([B:26]([C:36]2[C:37]([CH3:44])=[CH:38][C:39]([CH3:43])=[CH:40][C:41]=2[CH3:42])[C:27]2[C:32]([CH3:33])=[CH:31][C:30]([CH3:34])=[CH:29][C:28]=2[CH3:35])[CH:23]=[CH:22][CH:21]=[CH:20]1.[Fe+2:24] |f:2.3.4,7.8.9|. Procedure details: 15.4 ml (24.7 mmol) of a 1.6 M solution of n-butyllithium in n-hexane were added dropwise to a mixture of 2.87 g=3.7 ml (24.7 mmol) of N,N,N′,N′-tetramethylethylenediamine and 4 ml of n-hexane over a period of 5 minutes while stirring at room temperature. The reaction mixture was stirred for another 20 minutes at room temperature and a solution of 1.86 g (10 mmol) of ferrocene in 70 ml of n-hexane was then added dropwise over a period of 25 minutes. The reaction mixture was stirred at room tempe... The reactants are [Na] (sodium), C(C(=O)O)(=O)O.ClC=1C(=NSN1)C=1CN(CCC1)C (3-(4-chloro-1,2,5-thiadiazol-3-yl)-1,2,5,6-tetrahydro-1-methylpyridine oxalate), COCCO (2-methoxyethanol), Compound 15. Run at temperature 50 celsius, time 18 hour. The product is C(C(=O)O)(=O)O.COCCOC=1C(=NSN1)C=1CN(CCC1)C (1,2,5,6-tetrahydro-3-(4-methoxyethoxy-1,2,5-thiadiazol-3-yl)-1-methylpyridine oxalate). As a reaction SMILES: [Na].[C:2]([OH:7])(=[O:6])[C:3]([OH:5])=[O:4].Cl[C:9]1[C:10]([C:14]2[CH2:15][N:16]([CH3:20])[CH2:17][CH2:18][CH:19]=2)=[N:11][S:12][N:13]=1.[CH3:21][O:22][CH2:23][CH2:24][OH:25]>>[C:2]([OH:7])(=[O:6])[C:3]([OH:5])=[O:4].[CH3:21][O:22][CH2:23][CH2:24][O:25][C:9]1[C:10]([C:14]2[CH2:15][N:16]([CH3:20])[CH2:17][CH2:18][CH:19]=2)=[N:11][S:12][N:13]=1 |f:1.2,4.5,^1:0|. Procedure: To a solution of sodium (120 mg, 5 mmol) in 2-methoxyethanol (10 ml) was added 3-(4-chloro-1,2,5-thiadiazol-3-yl)-1,2,5,6-tetrahydro-1-methylpyridine oxalate (310 mg, 1 mmol). The mixture was stirred at 50° C. for 18 h and evaporated. The residue was dissolved in water and extracted with ethyl acetate. The combined organic phases were dried and evaporated. The title compound was crystallized as the oxalate salt from acetone to yield 270 mg. (M.p. 152.1° C.; M+ : 253; Compound 15).